This data is from the Open Reaction Database (ORD), a public repository of structured organic reaction records. The task is: describe an organic reaction: reactants, conditions, products, and yield The reactants are N1C=CC2=CC(=CC=C12)C1C(NC(N1)=O)=O (5-(Indol-5-yl)-2,4-imidazolidinedione), [OH-].[Ba+2].[OH-] (barium hydroxide). The solvent is O (water). The product is C1=CC2=C(C=CN2)C=C1C(C(=O)O)N (DL-α-Amino-α-(indol-5-yl) acetic acid). Reaction SMILES: [NH:1]1[C:9]2[C:4](=[CH:5][C:6]([CH:10]3[NH:14]C(=O)N[C:11]3=[O:16])=[CH:7][CH:8]=2)[CH:3]=[CH:2]1.[OH-:17].[Ba+2].[OH-]>O>[CH:7]1[C:6]([CH:10]([NH2:14])[C:11]([OH:16])=[O:17])=[CH:5][C:4]2[CH:3]=[CH:2][NH:1][C:9]=2[CH:8]=1 |f:1.2.3|. Procedure: 17.3 g (0.08 mole) of 6e are stirred analogously to Example 1d with 92.12 g (0.292 mole) of barium hydroxide in 560 ml of water at 100° C. for 24 hours. Starting materials: ice, O.N (ammonia water), FC1=CC=C(C=C1)C1=C(C=C(S1)CC(=O)O)C1=CC=C(C=C1)S(=O)(=O)C (5-(4-fluorophenyl)-4-[4-(methylsulfonyl)phenyl]thiophene-2-acetic acid), C(=O)(N1C=NC=C1)N1C=NC=C1 (1,1'-carbonyldiimidazole). Run in O1CCCC1 (tetrahydrofuran), O1CCCC1 (tetrahydrofuran), O (water). The product is FC1=CC=C(C=C1)C1=C(C=C(S1)CC(=O)N)C1=CC=C(C=C1)S(=O)(=O)C (5-(4-fluorophenyl)-4-[4-(methylsulfonyl)phenyl]thiophene-2-acetamide). Isolated yield 78.2%. RXN SMILES: [F:1][C:2]1[CH:7]=[CH:6][C:5]([C:8]2[S:12][C:11]([CH2:13][C:14](O)=[O:15])=[CH:10][C:9]=2[C:17]2[CH:22]=[CH:21][C:20]([S:23]([CH3:26])(=[O:25])=[O:24])=[CH:19][CH:18]=2)=[CH:4][CH:3]=1.C(N1C=CN=C1)([N:29]1C=CN=C1)=O.O.N>O1CCCC1.O>[F:1][C:2]1[CH:7]=[CH:6][C:5]([C:8]2[S:12][C:11]([CH2:13][C:14]([NH2:29])=[O:15])=[CH:10][C:9]=2[C:17]2[CH:22]=[CH:21][C:20]([S:23]([CH3:26])(=[O:25])=[O:24])=[CH:19][CH:18]=2)=[CH:4][CH:3]=1 |f:2.3|. Reported procedure: A mixture of 5-(4-fluorophenyl)-4-[4-(methylsulfonyl)phenyl]thiophene-2-acetic acid (4.1 g) and 1,1'-carbonyldiimidazole (1.8 g) in tetrahydrofuran (50 ml) was stirred and refluxed for 1 hour. The mixture was added dropwise to an ice-cooled mixture of ammonia water (28%; 5 ml) and tetrahydrofuran (10 ml). The resulting mixture was stirred overnight, diluted with water, and extracted with ethyl acetate. The extract was washed with an aqueous solution of sodium bicarbonate, water, and dilute hydro... Starting materials: C(C)OC(=O)C1C(C1)C(=O)N1CC2=CC=CC=C2C2(CCN(CC2)C(=O)OC2C3CC4CC(CC2C4)C3)C1 (2-Adamantyl 2-((1RS,2RS)-2-(ethoxycarbonyl)cyclopropanecarbonyl)-2,3-dihydro-1H-spiro[isoquinoline-4,4′-piperidine]-1′-carboxylate), [Li+].[OH-] (LiOH). The solvent is C(C)#N (acetonitrile). Reaction conditions: time 8 hour. The product is C12C(C3CC(CC(C1)C3)C2)OC(=O)N2CCC3(CC2)CN(CC2=CC=CC=C23)C(=O)C2C(C2)C(=O)O ((1RS,2RS)-2-(1′-(2-adamantyloxycarbonyl)-2,3-dihydro-1H-spiro[isoquino line-4,4′-piperidine]-2-ylcarbonyl)cyclopropanecarboxylic acid). Yield: 54.9%. RXN SMILES: C([O:3][C:4]([CH:6]1[CH2:8][CH:7]1[C:9]([N:11]1[CH2:38][C:19]2([CH2:24][CH2:23][N:22]([C:25]([O:27][CH:28]3[CH:35]4[CH2:36][CH:31]5[CH2:32][CH:33]([CH2:37][CH:29]3[CH2:30]5)[CH2:34]4)=[O:26])[CH2:21][CH2:20]2)[C:18]2[C:13](=[CH:14][CH:15]=[CH:16][CH:17]=2)[CH2:12]1)=[O:10])=[O:5])C.[Li+].[OH-]>C(#N)C>[CH:29]12[CH2:37][CH:33]3[CH2:32][CH:31]([CH2:36][CH:35]([CH2:34]3)[CH:28]1[O:27][C:25]([N:22]1[CH2:21][CH2:20][C:19]3([C:18]4[C:13](=[CH:14][CH:15]=[CH:16][CH:17]=4)[CH2:12][N:11]([C:9]([CH:7]4[CH2:8][CH:6]4[C:4]([OH:5])=[O:3])=[O:10])[CH2:38]3)[CH2:24][CH2:23]1)=[O:26])[CH2:30]2 |f:1.2|. Procedure: 2-Adamantyl 2-((1RS,2RS)-2-(ethoxycarbonyl)cyclopropanecarbonyl)-2,3-dihydro-1H-spiro[isoquinoline-4,4′-piperidine]-1′-carboxylate (9 mg, 0.017 mmol) was mixed with 2N aq LiOH (2004, excess) and acetonitrile (3 mL). The mixture was stirred overnight at rt. LC-MS showed the reaction was complete. The mixture was concentrated, acidified with 5% aq HCl and extracted with EtOAc (3×3 mL). The combined organic layers were concentrated and purified by preparative HPLC to afford (1RS,2RS)-2-(1′-(2-adama... The reactants are FC=1C=C2C(=C(/C(/C2=CC1)=C/C1=CC=C(C=C1)S(=O)C)C)CCON (O-2-[Z-5-fluoro-2-methyl-1-(4-methylsulfinylphenyl)methylene-1H-inden-3-yl]ethyl hydroxylamine), OCCC=O (3-hydroxypropanal). The product is FC=1C=C2C(=C(/C(/C2=CC1)=C/C1=CC=C(C=C1)S(=O)C)C)CCON=CCCO (3-hydroxypropanal-O-2-[Z-5-fluoro-2-methyl-1-(4-methylsulfinylphenyl)methylene-1H-inden-3-yl]ethyl oxime). Reaction SMILES: [F:1][C:2]1[CH:3]=[C:4]2[C:8](=[CH:9][CH:10]=1)/[C:7](=[CH:11]\[C:12]1[CH:17]=[CH:16][C:15]([S:18]([CH3:20])=[O:19])=[CH:14][CH:13]=1)/[C:6]([CH3:21])=[C:5]2[CH2:22][CH2:23][O:24][NH2:25].[OH:26][CH2:27][CH2:28][CH:29]=O>>[F:1][C:2]1[CH:3]=[C:4]2[C:8](=[CH:9][CH:10]=1)/[C:7](=[CH:11]\[C:12]1[CH:17]=[CH:16][C:15]([S:18]([CH3:20])=[O:19])=[CH:14][CH:13]=1)/[C:6]([CH3:21])=[C:5]2[CH2:22][CH2:23][O:24][N:25]=[CH:29][CH2:28][CH2:27][OH:26]. Procedure: The title compound is prepared by reaction of O-2-[Z-5-fluoro-2-methyl-1-(4-methylsulfinylphenyl)methylene-1H-inden-3-yl]ethyl hydroxylamine with 3-hydroxypropanal by the method of Example 1. The reactants are C(CCCCCCCCC\C=C/CCCCC)O ((Z)-11-heptadecenol), C(CCCCCCCCC\C=C/CCCCC)O ((Z)-11-heptadecenol), C(C)(=O)OC(C)=O (acetic anhydride). Run in N1=CC=CC=C1 (pyridine). Yields the product C(C)(=O)OCCCCCCCCCC\C=C/CCCC ((Z)-11-hexadecenyl acetate). Isolated yield 40.0%. RXN SMILES: [CH2:1]([OH:18])[CH2:2][CH2:3][CH2:4][CH2:5][CH2:6][CH2:7][CH2:8][CH2:9][CH2:10]/[CH:11]=[CH:12]\[CH2:13][CH2:14][CH2:15][CH2:16]C.[C:19](OC(=O)C)(=[O:21])[CH3:20]>N1C=CC=CC=1>[C:19]([O:18][CH2:1][CH2:2][CH2:3][CH2:4][CH2:5][CH2:6][CH2:7][CH2:8][CH2:9][CH2:10]/[CH:11]=[CH:12]\[CH2:13][CH2:14][CH2:15][CH3:16])(=[O:21])[CH3:20]. Procedure: The obtained (Z)-11-hexadecenol (Formula II, R=H) is added to a mixture of 5 ml. of dry pyridine and 4 ml. of acetic anhydride, and the mixture is stirred at 0° C. for 3 hours. The solution is poured onto ice and extracted with methylene chloride. The extract is washed with water, 3% aqueous sulfuric acid and again with water, dried over magnesium sulfate, filtered, and the solvent is evaporated. The residue is distilled in fine vacuo. 2.2 g (40%) of (Z)-11-hexadecenyl acetate (Formula I, R=H) a... Reactants: O=C([O-])[O-], SCc1ccccc1, CS(C)=O, O=C(O)c1cccnc1Cl, [K+], [K+], O. Product: O=C(O)c1cccnc1SCc1ccccc1. Reaction SMILES: [C:1](=[O:2])([O-:3])[O-:4].[CH2:21]([c:22]1[cH:23][cH:24][cH:25][cH:26][cH:27]1)[SH:28].[CH3:7][S:8](=[O:9])[CH3:10].[Cl:11][c:12]1[c:13]([C:14](=[O:15])[OH:16])[cH:17][cH:18][cH:19][n:20]1.[K+:5].[K+:6].[OH2:29]>>[c:12]1([S:28][CH2:21][c:22]2[cH:23][cH:24][cH:25][cH:26][cH:27]2)[c:13]([C:14](=[O:15])[OH:16])[cH:17][cH:18][cH:19][n:20]1. Reactants: ClC1=C(C(=CC(=C1)C=C)Cl)N1N=C2C(C(=NC=C2F)NC2=NC=NC(=C2)C)=C1 ([2-(2,6-dichloro-4-vinylphenyl)-7-fluoro-2H-pyrazolo[4,3-c]pyridin-4-yl]-(6-methylpyrimidin-4-yl)amine), I(=O)(=O)(=O)[O-].[Na+] (sodium periodate). Reagents/catalysts: [Os](=O)(=O)(=O)=O (osmium (VIII) oxide). Solvent: CC(=O)C (acetone), O (water). Reaction conditions: time 8 hour. Product: ClC=1C=C(C=O)C=C(C1N1N=C2C(C(=NC=C2F)NC2=NC=NC(=C2)C)=C1)Cl (3,5-Dichloro-4-[7-fluoro-4-(6-methylpyrimidin-4-ylamino)pyrazolo[4,3-c]pyridin-2-yl]benzaldehyde). Yield: 65.8%. Reaction SMILES: [Cl:1][C:2]1[CH:7]=[C:6]([CH:8]=C)[CH:5]=[C:4]([Cl:10])[C:3]=1[N:11]1[CH:28]=[C:14]2[C:15]([NH:20][C:21]3[CH:26]=[C:25]([CH3:27])[N:24]=[CH:23][N:22]=3)=[N:16][CH:17]=[C:18]([F:19])[C:13]2=[N:12]1.I([O-])(=O)(=O)=[O:30].[Na+]>CC(C)=O.O.[Os](=O)(=O)(=O)=O>[Cl:1][C:2]1[CH:7]=[C:6]([CH:5]=[C:4]([Cl:10])[C:3]=1[N:11]1[CH:28]=[C:14]2[C:15]([NH:20][C:21]3[CH:26]=[C:25]([CH3:27])[N:24]=[CH:23][N:22]=3)=[N:16][CH:17]=[C:18]([F:19])[C:13]2=[N:12]1)[CH:8]=[O:30] |f:1.2|. Procedure: To a mixture of [2-(2,6-dichloro-4-vinylphenyl)-7-fluoro-2H-pyrazolo[4,3-c]pyridin-4-yl]-(6-methylpyrimidin-4-yl)amine (193 mg, 0.47 mmol) in acetone (10 mL) and water (2.5 mL) was added osmium (VIII) oxide (2.5% wt in tert-butanol, 0.465 mL), followed by sodium periodate (257 mg, 1.2 mmol) and the reaction mixture was stirred at room temperature overnight. The resultant mixture was partitioned between ethyl acetate and water and the layers were separated. The organic layer was washed with brine... Procedure details: A mixture of 3-bromo-5-hydroxy-2-oxo-1-thiazol-2-ylmethyl-1,2-dihydro-[1,7]naphthyridine-6-carboxylic acid methyl ester (29 mg, 0.072 mmol), PhSnBu3 (0.030 mL, 0.087 mmol), and PdCl2(PPh3)2 (10 mg, 0.014 mmol) in DMF (3 mL) was heated at 120° C. under nitrogen atmosphere for 2 h. After the mixture was cooled to r.t., brine and EtOAc were added. 1 M HCl was added with stirring until pH was about 4. The aqueous layer was extracted with EtOAc, and the organic layers were combined, washed with water... Isolated yield 56.5%. Reaction SMILES: [CH3:1][O:2][C:3]([C:5]1[C:6]([OH:23])=[C:7]2[C:12](=[CH:13][N:14]=1)[N:11]([CH2:15][C:16]1[S:17][CH:18]=[CH:19][N:20]=1)[C:10](=[O:21])[C:9](Br)=[CH:8]2)=[O:4].[C:24]1([Sn](CCCC)(CCCC)CCCC)[CH:29]=[CH:28][CH:27]=[CH:26][CH:25]=1.CCOC(C)=O.Cl>CN(C=O)C.[Cl-].[Na+].O.Cl[Pd](Cl)([P](C1C=CC=CC=1)(C1C=CC=CC=1)C1C=CC=CC=1)[P](C1C=CC=CC=1)(C1C=CC=CC=1)C1C=CC=CC=1>[CH3:1][O:2][C:3]([C:5]1[C:6]([OH:23])=[C:7]2[C:12](=[CH:13][N:14]=1)[N:11]([CH2:15][C:16]1[S:17][CH:18]=[CH:19][N:20]=1)[C:10](=[O:21])[C:9]([C:24]1[CH:29]=[CH:28][CH:27]=[CH:26][CH:25]=1)=[CH:8]2)=[O:4] |f:5.6.7,^1:60,79|. Starting materials: COC(=O)C=1C(=C2C=C(C(N(C2=CN1)CC=1SC=CN1)=O)Br)O (3-bromo-5-hydroxy-2-oxo-1-thiazol-2-ylmethyl-1,2-dihydro-[1,7]naphthyridine-6-carboxylic acid methyl ester), C1(=CC=CC=C1)[Sn](CCCC)(CCCC)CCCC (PhSnBu3), Cl (HCl), CCOC(=O)C (EtOAc). Reagents/catalysts: Cl[Pd]([P](C1=CC=CC=C1)(C2=CC=CC=C2)C3=CC=CC=C3)([P](C4=CC=CC=C4)(C5=CC=CC=C5)C6=CC=CC=C6)Cl (PdCl2(PPh3)2). Run in CN(C)C=O (DMF), [Cl-].[Na+].O (brine). Run at temperature 120 celsius. The product is COC(=O)C=1C(=C2C=C(C(N(C2=CN1)CC=1SC=CN1)=O)C1=CC=CC=C1)O (5-Hydroxy-2-oxo-3-phenyl-1-thiazol-2-ylmethyl-1,2-dihydro-[1,7]naphthyridine-6-carboxylic acid methyl ester).